From a dataset of the Open Reaction Database (ORD), a public repository of structured organic reaction records. describe an organic reaction: reactants, conditions, products, and yield Starting materials: ClC1=C(C#N)C=C(C=C1)[N+](=O)[O-] (2-chloro-5-nitrobenzonitril). Reagents/catalysts: [Pd] (Pd-C). Solvent: C(C)O (ethanol). Yields the product NC=1C=CC(=C(C#N)C1)Cl (5-amino-2-chlorobenzonitril). Isolated yield 43.1%. As a reaction SMILES: [Cl:1][C:2]1[CH:9]=[CH:8][C:7]([N+:10]([O-])=O)=[CH:6][C:3]=1[C:4]#[N:5]>C(O)C.[Pd]>[NH2:10][C:7]1[CH:8]=[CH:9][C:2]([Cl:1])=[C:3]([CH:6]=1)[C:4]#[N:5]. Procedure details: A solution of 10.0 g (54.8 mmol) 2-chloro-5-nitrobenzonitril in 500 ml ethanol was hydrogenated at 40 psi by using 0.5 g 5% Pd-C as a catalyst. The catalyst was filtered off and the filtrate was evaporated in vacuo. Recrystallization (ethanol-water) gave 3.6 g (43%) 5-amino-2-chlorobenzonitril. M.p. 129-130° C. The reactants are C(C1=CC=CC=C1)OC1=C(C=CC(=C1)C(=O)NCC)N1N=NC(=C1CCCOCC1=CC=CC=C1)C(=O)NC1CC1 (1-{2-(benzyloxy)-4-[(ethylamino)carbonyl]phenyl}-5-[3-(benzyloxy)propyl]-N-cyclopropyl-1H-1,2,3-triazole-4-carboxamide). The reagents and catalysts are [OH-].[OH-].[Pd+2] (Pd(OH)2/C). Solvent: C(C)O (ethanol). Conditions: temperature 80 celsius, time 2 hour. The product is C1(CC1)NC(=O)C=1N=NN(C1CCCO)C1=C(C=C(C=C1)C(=O)NCC)O (N-cyclopropyl-1-{4-[(ethylamino)carbonyl]-2-hydroxyphenyl}-5-(3-hydroxypropyl)-1H-1,2,3-triazole-4-carboxamide). Isolated yield 65.9%. As a reaction SMILES: C([O:8][C:9]1[CH:14]=[C:13]([C:15]([NH:17][CH2:18][CH3:19])=[O:16])[CH:12]=[CH:11][C:10]=1[N:20]1[C:24]([CH2:25][CH2:26][CH2:27][O:28]CC2C=CC=CC=2)=[C:23]([C:36]([NH:38][CH:39]2[CH2:41][CH2:40]2)=[O:37])[N:22]=[N:21]1)C1C=CC=CC=1>C(O)C.[OH-].[OH-].[Pd+2]>[CH:39]1([NH:38][C:36]([C:23]2[N:22]=[N:21][N:20]([C:10]3[CH:11]=[CH:12][C:13]([C:15]([NH:17][CH2:18][CH3:19])=[O:16])=[CH:14][C:9]=3[OH:8])[C:24]=2[CH2:25][CH2:26][CH2:27][OH:28])=[O:37])[CH2:41][CH2:40]1 |f:2.3.4|. Procedure details: To a solution of 1-{2-(benzyloxy)-4-[(ethylamino)carbonyl]phenyl}-5-[3-(benzyloxy)propyl]-N-cyclopropyl-1H-1,2,3-triazole-4-carboxamide (1.17 g) obtained in Example 335b) in ethanol (50 ml) was added 10% Pd(OH)2/C (120 mg), and the mixture was stirred under 5 atm at 80° C. for 2 hr. The reaction mixture was filtered through celite, and the filtrate was evaporated under reduced pressure. The obtained residue was purified by silica gel column (ethyl acetate to ethyl acetate/methanol=5/1) to give t... The reactants are ClC(=O)OCC(C)C (2-methylpropyl chloroformate), NC1=CC=C(N=N1)N1CCN(CC1)C(=O)C1=C(C=CC=C1)C(F)(F)F ([4-(6-aminopyridazin-3-yl)piperazin-1-yl](2-trifluoromethylphenyl)methanone). Yields the product C(C(C)C)OC(NC=1N=NC(=CC1)N1CCN(CC1)C(C1=C(C=CC=C1)C(F)(F)F)=O)=O ({6-[4-(2-TRIFLUOROMETHYLBENZOYL)PIPERAZIN-1-YL]PYRIDAZIN-3-YL}CARBAMIC ACID ISOBUTYL ESTER), solid. The yield is 47.0%. As a reaction SMILES: Cl[C:2]([O:4][CH2:5][CH:6]([CH3:8])[CH3:7])=[O:3].[NH2:9][C:10]1[N:15]=[N:14][C:13]([N:16]2[CH2:21][CH2:20][N:19]([C:22]([C:24]3[CH:29]=[CH:28][CH:27]=[CH:26][C:25]=3[C:30]([F:33])([F:32])[F:31])=[O:23])[CH2:18][CH2:17]2)=[CH:12][CH:11]=1>>[CH2:5]([O:4][C:2](=[O:3])[NH:9][C:10]1[N:15]=[N:14][C:13]([N:16]2[CH2:17][CH2:18][N:19]([C:22](=[O:23])[C:24]3[CH:29]=[CH:28][CH:27]=[CH:26][C:25]=3[C:30]([F:33])([F:32])[F:31])[CH2:20][CH2:21]2)=[CH:12][CH:11]=1)[CH:6]([CH3:8])[CH3:7]. Procedure: Following the procedure of Example 7, making variations only as required to use 2-methylpropyl chloroformate in place of n-butyl chloroformate to react with [4-(6-aminopyridazin-3-yl)piperazin-1-yl](2-trifluoromethylphenyl)methanone, the title compound was obtained as a white solid (47% yield). 1H NMR (500 MHz, CDCl3) δ 8.09, 7.73, 7.65, 7.63, 7.55, 7.36, 7.04, 3.96, 3.95-4.02, 3.88-3.94, 3.61-3.65, 3.52-3.56, 3.32, 1.94-2.04, 0.96. MS (ES+) m/z 452 (M+1). The reactants are C(C1=CC=CC=C1)OC1=C(N(C(=CC1=O)C(C(F)(F)F)O)C)CO (3-benzyloxy-2-hydroxymethyl-1-methyl-6-(2,2,2-trifluoro-1-hydroxy-ethyl)-1H-pyridin-4-one), S(=O)(Cl)Cl (thionyl chloride). Run in C(C)#N (acetonitrile). Reaction conditions: time 10 minute. Yields the product C(C1=CC=CC=C1)OC1=C(N(C(=CC1=O)C(C(F)(F)F)O)C)CCl (3-benzyloxy-2-chloromethyl-1-methyl-6-(2,2,2-trifluoro-1-hydroxy-ethyl)-1H-pyridin-4-one). As a reaction SMILES: [CH2:1]([O:8][C:9]1[C:14](=[O:15])[CH:13]=[C:12]([CH:16]([OH:21])[C:17]([F:20])([F:19])[F:18])[N:11]([CH3:22])[C:10]=1[CH2:23]O)[C:2]1[CH:7]=[CH:6][CH:5]=[CH:4][CH:3]=1.S(Cl)([Cl:27])=O>C(#N)C>[CH2:1]([O:8][C:9]1[C:14](=[O:15])[CH:13]=[C:12]([CH:16]([OH:21])[C:17]([F:20])([F:19])[F:18])[N:11]([CH3:22])[C:10]=1[CH2:23][Cl:27])[C:2]1[CH:7]=[CH:6][CH:5]=[CH:4][CH:3]=1. Procedure details: To a suspension of 3-benzyloxy-2-hydroxymethyl-1-methyl-6-(2,2,2-trifluoro-1-hydroxy-ethyl)-1H-pyridin-4-one (0.31 g, 0.90 mmol) in acetonitrile (8 mL) was added thionyl chloride (0.33 mL, 4.5 mmol) at room temperature. A clear solution resulted. The reaction was completed in 10 min. The reaction mixture was evaporated to dryness to give crude 3-benzyloxy-2-chloromethyl-1-methyl-6-(2,2,2-trifluoro-1-hydroxy-ethyl)-1H-pyridin-4-one as an oil. The crude oil obtained was taken up in ethanol (10 mL)... The reactants are C(C)(C)(C)OC(NC1CCN(CC1)S(=O)(=O)C1=CC(=C(C=C1)C(NCCC1=CC=CC=C1)=O)F)=O ([1-(3-Fluoro-4-phenethylcarbamoyl-benzenesulfonyl)-piperidin-4-yl]-carbamic acid tert-butyl ester), solution, Cl (HCl). The solvent is O1CCOCC1 (Dioxane). Conditions: time 3 hour. Product: NC1CCN(CC1)S(=O)(=O)C1=CC(=C(C(=O)NCCC2=CC=CC=C2)C=C1)F (4-(4-Amino-piperidine-1-sulfonyl)-2-fluoro-N-phenethyl-benzamide). The yield is 84.6%. RXN SMILES: C(OC(=O)[NH:7][CH:8]1[CH2:13][CH2:12][N:11]([S:14]([C:17]2[CH:22]=[CH:21][C:20]([C:23](=[O:33])[NH:24][CH2:25][CH2:26][C:27]3[CH:32]=[CH:31][CH:30]=[CH:29][CH:28]=3)=[C:19]([F:34])[CH:18]=2)(=[O:16])=[O:15])[CH2:10][CH2:9]1)(C)(C)C.Cl>O1CCOCC1>[NH2:7][CH:8]1[CH2:9][CH2:10][N:11]([S:14]([C:17]2[CH:22]=[CH:21][C:20]([C:23]([NH:24][CH2:25][CH2:26][C:27]3[CH:28]=[CH:29][CH:30]=[CH:31][CH:32]=3)=[O:33])=[C:19]([F:34])[CH:18]=2)(=[O:15])=[O:16])[CH2:12][CH2:13]1. Procedure: [1-(3-Fluoro-4-phenethylcarbamoyl-benzenesulfonyl)-piperidin-4-yl]-carbamic acid tert-butyl ester (0.38 g, 0.7 mmol) was suspended in a 4M solution of HCl in Dioxane (5 ml). The resulting suspension was stirred at room temperature for 3 hours. After this time the solution was concentrated under vacuum, then azeotroped with methanol and suspended in diethyl ether. The resulting solid precipitate was then collected by filtration, washed with diethyl ether and dried under vacuum to afford the title... The reactants are C(C)(=O)OCC1=C(C#N)C=C(C(=C1)[N+](=O)[O-])Cl (2-acetoxymethyl-5-chloro-4-nitrobenzonitrile), C1CCOC1 (THF), [OH-].[Na+] (NaOH), Cl (HCl). The solvent is CO (MeOH). Run at time 30 minute. Yields the product ClC1=C(C=C2COC(C2=C1)=O)[N+](=O)[O-] (6-Chloro-5-nitro-3H-isobenzofuran-1-one). The yield is 88.2%. As a reaction SMILES: [C:1]([O:4][CH2:5][C:6]1[CH:13]=[C:12]([N+:14]([O-:16])=[O:15])[C:11]([Cl:17])=[CH:10][C:7]=1C#N)(=[O:3])C.C1COCC1.[OH-].[Na+].Cl>CO>[Cl:17][C:11]1[CH:10]=[C:7]2[C:6]([CH2:5][O:4][C:1]2=[O:3])=[CH:13][C:12]=1[N+:14]([O-:16])=[O:15] |f:2.3|. Reported procedure: To a solution of 2-acetoxymethyl-5-chloro-4-nitrobenzonitrile (19.5 g, 77 mmol) in MeOH:THF (600 mL, 2:1) was added a solution of 1M aqueous NaOH (100 mL, 100 mmol). After stirring at room temperature for 30 min. TLC showed no starting material remaining. The mixture was acidified with 6M aqueous HCl (100 mL, 0.6 mol), heated at 60° C. for 1 h, cooled to room temperature and stirred for 6 h. Volatile solvents were evaporated in vacuo. The residue was suspended in H2O and filtered. The solid coll... As a reaction SMILES: [NH:1]1[CH2:7][CH2:6][CH2:5][CH2:4][CH2:3][CH2:2]1.Cl[C:9]1[N:14]=[C:13]([CH3:15])[C:12]([CH:16]([CH2:21][CH2:22][CH3:23])[C:17]([O:19][CH3:20])=[O:18])=[C:11]([C:24]2[CH:29]=[CH:28][C:27]([CH3:30])=[CH:26][CH:25]=2)[N:10]=1>O1CCCC1>[N:1]1([C:9]2[N:14]=[C:13]([CH3:15])[C:12]([CH:16]([CH2:21][CH2:22][CH3:23])[C:17]([O:19][CH3:20])=[O:18])=[C:11]([C:24]3[CH:29]=[CH:28][C:27]([CH3:30])=[CH:26][CH:25]=3)[N:10]=2)[CH2:7][CH2:6][CH2:5][CH2:4][CH2:3][CH2:2]1. Reported procedure: Methyl 2-(2-(azepan-1-yl)-4-methyl-6-p-tolylpyrimidin-5-yl)pentanoate was prepared according to the general method A starting from azepane (0.152 mL; 1.32 mmol) and methyl 2-(2-chloro-4-methyl-6-p-tolylpyrimidin-5-yl)pentanoate (0.110 g; 0.264 mmol) in tetrahydrofuran (2 mL). Purification by flash-chromatography on silica gel using a gradient of ethyl acetate (5-15%) in heptane furnished 91 mg (87%) of the title compound as an oil. ESI/APCI(+): 396(M+H), 418 (M+Na). ESI/APCI(−): 394 (M−H). Isolated yield 87.1%. The reactants are N1CCCCCC1 (azepane), ClC1=NC(=C(C(=N1)C)C(C(=O)OC)CCC)C1=CC=C(C=C1)C (methyl 2-(2-chloro-4-methyl-6-p-tolylpyrimidin-5-yl)pentanoate). Product: N1(CCCCCC1)C1=NC(=C(C(=N1)C)C(C(=O)OC)CCC)C1=CC=C(C=C1)C (Methyl 2-(2-(azepan-1-yl)-4-methyl-6-p-tolylpyrimidin-5-yl)pentanoate). Run in O1CCCC1 (tetrahydrofuran).